From a dataset of the Open Reaction Database (ORD), a public repository of structured organic reaction records. describe an organic reaction: reactants, conditions, products, and yield The reactants are O=C([O-])O, O=C(CCl)c1ccc(F)cc1, CC(=O)Nc1ccc(C(=O)C2CCNCC2)cc1, [Na+], C1CCOC1, O. As a reaction SMILES: [C:30](=[O:31])([OH:32])[O-:33].[Cl:19][CH2:20][C:21](=[O:22])[c:23]1[cH:24][cH:25][c:26]([F:29])[cH:27][cH:28]1.[NH:1]1[CH2:2][CH2:3][CH:4]([C:7](=[O:8])[c:9]2[cH:10][cH:11][c:12]([NH:15][C:16]([CH3:17])=[O:18])[cH:13][cH:14]2)[CH2:5][CH2:6]1.[Na+:34].[O:36]1[CH2:37][CH2:38][CH2:39][CH2:40]1.[OH2:35]>>[N:1]1([CH2:20][C:21](=[O:22])[c:23]2[cH:24][cH:25][c:26]([F:29])[cH:27][cH:28]2)[CH2:2][CH2:3][CH:4]([C:7](=[O:8])[c:9]2[cH:10][cH:11][c:12]([NH:15][C:16]([CH3:17])=[O:18])[cH:13][cH:14]2)[CH2:5][CH2:6]1. Yields the product CC(=O)Nc1ccc(C(=O)C2CCN(CC(=O)c3ccc(F)cc3)CC2)cc1. Starting materials: Nc1cccc(Br)c1, CS(C)=O, ClC(Cl)Cl, N#Cc1cnc2c(sc3c([N+](=O)[O-])cccc32)c1Cl, Cl, c1ccncc1. The product is N#Cc1cnc2c(sc3c([N+](=O)[O-])cccc32)c1Nc1cccc(Br)c1. Reaction SMILES: [Br:20][c:21]1[cH:22][c:23]([NH2:24])[cH:25][cH:26][cH:27]1.[CH3:35][S:36]([CH3:37])=[O:38].[CH:39]([Cl:40])([Cl:41])[Cl:42].[Cl:1][c:2]1[c:3]2[c:4]([n:5][cH:6][c:7]1[C:8]#[N:9])[c:10]1[c:11]([s:12]2)[c:13]([N+:17](=[O:18])[O-:19])[cH:14][cH:15][cH:16]1.[ClH:28].[n:29]1[cH:30][cH:31][cH:32][cH:33][cH:34]1>>[c:2]1([NH:24][c:23]2[cH:22][c:21]([Br:20])[cH:27][cH:26][cH:25]2)[c:3]2[c:4]([n:5][cH:6][c:7]1[C:8]#[N:9])[c:10]1[c:11]([s:12]2)[c:13]([N+:17](=[O:18])[O-:19])[cH:14][cH:15][cH:16]1. Starting materials: S(=O)(=O)(OC)OC (dimethyl sulphate), [Cl-] (chloride), [OH-].[K+] (potassium hydroxide), O=C1C(=C(C(CC1)(C)C)C=CC(C=C)(O)C)C (1-(3-oxo-2,6,6-trimethyl-1-cyclohexen-1-yl)-3-methyl-1,4-pentadien-3-ol). The reagents and catalysts are CCCCCCCC(=O)OCC(COC(=O)CCCCCCC)OC(=O)CCCCCCC (tricaprylm). Solvent: C(C)OCC (diethyl ether), CCCCCC (hexane). Yields the product O=C1C(=C(C(CC1)(C)C)C=CC(C=C)(C)OC)C (1-(3-oxo-2,6,6-trimethyl-1-cyclohexen-1-yl)-3-methoxy-3-methyl-1,4-pentadiene). Isolated yield 99.6%. As a reaction SMILES: [O:1]=[C:2]1[CH2:7][CH2:6][C:5]([CH3:9])([CH3:8])[C:4]([CH:10]=[CH:11][C:12]([CH3:16])([OH:15])[CH:13]=[CH2:14])=[C:3]1[CH3:17].[Cl-].[OH-].[K+].S(OC)(O[CH3:25])(=O)=O>CCCCCC.C(OCC)C.CCCCCCCC(OCC(OC(CCCCCCC)=O)COC(CCCCCCC)=O)=O>[O:1]=[C:2]1[CH2:7][CH2:6][C:5]([CH3:8])([CH3:9])[C:4]([CH:10]=[CH:11][C:12]([O:15][CH3:25])([CH3:16])[CH:13]=[CH2:14])=[C:3]1[CH3:17] |f:2.3|. Reported procedure: 2.34 g of 1-(3-oxo-2,6,6-trimethyl-1-cyclohexen-1-yl)-3-methyl-1,4-pentadien-3-ol were dissolved in 15 ml of hexane and 5 ml of diethyl ether, treated with 2 drops of tricaprylm thylammonium chloride and 4.54 ml of aqueous potassium hydroxide solution (prepared from 70 g of powdered potassium hydroxide and 50 ml of water) and stirred well. 1.98 g of dimethyl sulphate were subsequently added to the mixture and the course of the reaction was followed by gas chromatography. After stirring at room t... Starting materials: ClCCl, O, O=C(O)C(F)(F)F, Cc1ccc(S(=O)(=O)C2(CC#Cc3ccc(Cl)cc3)SC(=O)N(C(c3ccccc3)(c3ccccc3)c3ccccc3)C2=O)cc1. Yields the product Cc1ccc(S(=O)(=O)C2(CC#Cc3ccc(Cl)cc3)SC(=O)NC2=O)cc1. RXN SMILES: [Cl:55][CH2:56][Cl:57].[OH2:54].[OH:1][C:2]([C:3]([F:4])([F:5])[F:6])=[O:7].[c:8]1([C:9]([c:10]2[cH:11][cH:12][cH:13][cH:14][cH:42]2)([N:15]2[C:16](=[O:41])[S:17][C:18]([S:21](=[O:22])(=[O:23])[c:24]3[cH:25][cH:26][c:27]([CH3:30])[cH:28][cH:29]3)([CH2:31][C:32]#[C:33][c:34]3[cH:35][cH:36][c:37]([Cl:40])[cH:38][cH:39]3)[C:19]2=[O:20])[c:43]2[cH:44][cH:45][cH:46][cH:47][cH:48]2)[cH:49][cH:50][cH:51][cH:52][cH:53]1>>[NH:15]1[C:16](=[O:41])[S:17][C:18]([S:21](=[O:22])(=[O:23])[c:24]2[cH:25][cH:26][c:27]([CH3:30])[cH:28][cH:29]2)([CH2:31][C:32]#[C:33][c:34]2[cH:35][cH:36][c:37]([Cl:40])[cH:38][cH:39]2)[C:19]1=[O:20]. The reactants are C(C)OC(CSCC1=CC=CO1)=O (ethyl-2-(furfurylthio)acetate), I(=O)(=O)(=O)[O-].[Na+] (sodium metaperiodate). The solvent is CO (methanol), O (water). Yields the product C(C)OC(CS(=O)CC1=CC=CO1)=O (ethyl-2-(furfurylsulfinyl)acetate). RXN SMILES: [CH2:1]([O:3][C:4](=[O:13])[CH2:5][S:6][CH2:7][C:8]1[O:12][CH:11]=[CH:10][CH:9]=1)[CH3:2].I([O-])(=O)(=O)=[O:15].[Na+]>CO.O>[CH2:1]([O:3][C:4](=[O:13])[CH2:5][S:6]([CH2:7][C:8]1[O:12][CH:11]=[CH:10][CH:9]=1)=[O:15])[CH3:2] |f:1.2|. Procedure: 2.00 g of ethyl-2-(furfurylthio)acetate was dissolved in 40 ml of methanol, and stirred under cooling in an ice bath. 2.50 g of sodium metaperiodate dissolved in 20 ml of water was added dropwise, and stirred overnight at room temperature. The reaction product was extracted by adding 100 ml of dichloromethane, and washed with water. Dichloromethane was evaporated in vacuo, and the residue was purified by column chromatography using benzene:ethyl acetate=4:1 as developing solvent to obtain the ca... The reactants are S(O)(O)(=O)=O (sulfuric acid), CO (methanol), O (water), C(C1=CC=CC=C1)OC=1C(=NN(C1CC#N)C)C ((4-benzyloxy-1,3-dimethylpyrazol-5-yl)acetonitrile). The product is C(C1=CC=CC=C1)OC=1C(=NN(C1CC(=O)OC)C)C (methyl (4-benzyloxy-1,3- dimethyl-pyrazol-5-yl)acetate). Isolated yield 33.0%. As a reaction SMILES: S(=O)(=O)(O)O.[CH3:6][OH:7].[CH2:8]([O:15][C:16]1[C:17]([CH3:25])=[N:18][N:19]([CH3:24])[C:20]=1[CH2:21][C:22]#N)[C:9]1[CH:14]=[CH:13][CH:12]=[CH:11][CH:10]=1.[OH2:26]>>[CH2:8]([O:15][C:16]1[C:17]([CH3:25])=[N:18][N:19]([CH3:24])[C:20]=1[CH2:21][C:22]([O:7][CH3:6])=[O:26])[C:9]1[CH:14]=[CH:13][CH:12]=[CH:11][CH:10]=1. Reported procedure: Concentrated sulfuric acid was added to a solution of methanol (9.5 ml) and water (0.5 ml) under ice-cooling, and (4-benzyloxy-1,3-dimethylpyrazol-5-yl)acetonitrile (1.6 g, 6.6 mmol) was added thereto and the resulting mixture was heated for 6 hours under reflux. It was then concentrated in vacuo to remove methanol. The residue was diluted with ethyl acetate, successively washed with water, aquaous sodium bicarbonate, water, and saturated brine, dried over anhydrous sodium sulfate and concentrat... Reactants: [N+](=O)([O-])C1=CC=C2CC(C(C2=C1)=O)C1CCN(CC1)C (6-nitro-2-(1-methyl-4-piperidyl)indan-1-one). The reagents and catalysts are [Ni] (Raney nickel). The solvent is C(C)O (ethanol), O1CCCC1 (tetrahydrofuran). Reaction conditions: time 2.5 hour. Yields the product NC1=CC=C2CC(C(C2=C1)=O)C1CCN(CC1)C (6-amino-2-(1-methyl-4-piperidyl)indan-1-one). The yield is 105.9%. As a reaction SMILES: [N+:1]([C:4]1[CH:12]=[C:11]2[C:7]([CH2:8][CH:9]([CH:14]3[CH2:19][CH2:18][N:17]([CH3:20])[CH2:16][CH2:15]3)[C:10]2=[O:13])=[CH:6][CH:5]=1)([O-])=O>C(O)C.O1CCCC1.[Ni]>[NH2:1][C:4]1[CH:12]=[C:11]2[C:7]([CH2:8][CH:9]([CH:14]3[CH2:15][CH2:16][N:17]([CH3:20])[CH2:18][CH2:19]3)[C:10]2=[O:13])=[CH:6][CH:5]=1. Procedure details: A solution of 1.86 g (0.0068 mol) of 6-nitro-2-(1-methyl-4-piperidyl)indan-1-one in 50 mL of absolute ethanol and 50 mL of tetrahydrofuran was hydrogenated at 10 psi over Raney nickel catalyst. After 2.5 hours, the catalyst was removed by filtration and the solvent was evaporated to give 1.76 g of crystalline 6-amino-2-(1-methyl-4-piperidyl)indan-1-one. To a solution of 1.04 g (0.00426 mol) of the 6-amino compound in 20 mL of methylene chloride and 3.4 g of pyridine was added 0.61 g (0.005 mol) ... Reactants: COC(=O)C1CCc2c(OC)ccc([N+](=O)[O-])c2C1, CO, [Na+], [OH-]. The product is COc1ccc([N+](=O)[O-])c2c1CCC(C(=O)O)C2. As a reaction SMILES: [CH3:1][O:2][c:3]1[c:4]2[c:9]([c:10]([N+:13](=[O:14])[O-:15])[cH:11][cH:12]1)[CH2:8][CH:7]([C:16](=[O:17])[O:18][CH3:19])[CH2:6][CH2:5]2.[CH3:20][OH:21].[Na+:23].[OH-:22]>>[CH3:1][O:2][c:3]1[c:4]2[c:9]([c:10]([N+:13](=[O:14])[O-:15])[cH:11][cH:12]1)[CH2:8][CH:7]([C:16](=[O:17])[OH:18])[CH2:6][CH2:5]2.